From a dataset of the Open Reaction Database (ORD), a public repository of structured organic reaction records. describe an organic reaction: reactants, conditions, products, and yield Reactants: C=O (formaldehyde), C=O (formaldehyde), ClC=1C=CC=2N(C1)C=C(N2)CN2CCN(CC2)C2=C(C=C(C=C2)Cl)Cl (6-chloro-2-[[4-(2,4-dichlorophenyl)-1-piperazinyl]-methyl]imidazo[1,2-a]pyridine), C=O (formaldehyde), C1CCOC1 (THF). Run in O (water), O (water), O (water). Run at time 1.5 hour. Yields the product ClC=1C=CC=2N(C1)C(=C(N2)CN2CCN(CC2)C2=C(C=C(C=C2)Cl)Cl)CO (6-Chloro-2-[[4-(2,4-dichlorophenyl)-1-piperazinyl]methyl]-imidazo[1,2-a]pyridine-3-methanol). As a reaction SMILES: [Cl:1][C:2]1[CH:3]=[CH:4][C:5]2[N:6]([CH:8]=[C:9]([CH2:11][N:12]3[CH2:17][CH2:16][N:15]([C:18]4[CH:23]=[CH:22][C:21]([Cl:24])=[CH:20][C:19]=4[Cl:25])[CH2:14][CH2:13]3)[N:10]=2)[CH:7]=1.C=O.C1C[O:31][CH2:30]C1>O>[Cl:1][C:2]1[CH:3]=[CH:4][C:5]2[N:6]([C:8]([CH2:30][OH:31])=[C:9]([CH2:11][N:12]3[CH2:13][CH2:14][N:15]([C:18]4[CH:23]=[CH:22][C:21]([Cl:24])=[CH:20][C:19]=4[Cl:25])[CH2:16][CH2:17]3)[N:10]=2)[CH:7]=1. Reported procedure: A mixture of 6-chloro-2-[[4-(2,4-dichlorophenyl)-1-piperazinyl]-methyl]imidazo[1,2-a]pyridine (Example 31, Step 2; 0.125 g), 37% formaldehyde in water (2 mL), and THF (2 mL) is stirred at 85° C. for 50 min, at which time an additional 1 mL of 37% formaldehyde in water is added. A third addition of 37% formaldehyde in water (1 mL) is made 1.5 h later. After the mixture has stirred for a total of 22 h, the heat is turned off and the mixture is allowed to stir at room temperature an additional 12 h... Reactants: ClC(=CC1C(C1C(=O)O)(C)C)Cl (3-(2,2-dichlorovinyl)-2,2-dimethylcyclopropanecarboxylic acid), BrC(C1=C(C(=C(C(=C1F)F)F)F)F)F (α-bromopentafluorobenzyl fluoride). The product is ClC(=CC1C(C1C(=O)OC(C1=C(C(=C(C(=C1F)F)F)F)F)F)(C)C)Cl (α,2,3,4,5,6-Hexafluorobenzyl 3-(2,2-dichlorovinyl)2,2-dimethylcyclopropanecarboxylate). Reaction SMILES: [Cl:1][C:2]([Cl:12])=[CH:3][CH:4]1[CH:6]([C:7]([OH:9])=[O:8])[C:5]1([CH3:11])[CH3:10].Br[CH:14]([F:26])[C:15]1[C:20]([F:21])=[C:19]([F:22])[C:18]([F:23])=[C:17]([F:24])[C:16]=1[F:25]>>[Cl:1][C:2]([Cl:12])=[CH:3][CH:4]1[CH:6]([C:7]([O:9][CH:14]([F:26])[C:15]2[C:16]([F:25])=[C:17]([F:24])[C:18]([F:23])=[C:19]([F:22])[C:20]=2[F:21])=[O:8])[C:5]1([CH3:10])[CH3:11]. Procedure: α,2,3,4,5,6-Hexafluorobenzyl 3-(2,2-dichlorovinyl)2,2-dimethylcyclopropanecarboxylate was prepared from 3-(2,2-dichlorovinyl)-2,2-dimethylcyclopropanecarboxylic acid and α-bromopentafluorobenzyl fluoride following the procedure described in Example 2 Method B. The product, a colourless oil, was characterised by p.m.r. spectroscopy. Chemical shift δppm (solvent CDCl3): 1.0-2.5 (8H, m, (CH3)2 and cyclopropyl protons); 5.67 and 6.24 (1H, both d of d, J=8 Hz and J=2 Hz, CH=); 7.53 (1H, d, J=52 Hz, C...